This data is from the Open Reaction Database (ORD), a public repository of structured organic reaction records. The task is: describe an organic reaction: reactants, conditions, products, and yield Reactants: C(C)(C)(C)OC(=O)N1CCC(CC1)NC1=CC=CC=C1 (1-(tert-Butoxycarbonyl)-4-phenylaminopiperidine), ClCC=1C=C(C=NC1)C1=CC(=C(C(=C1)OC)OC)OC (5-chloromethyl-3-(3,4,5-trimethoxyphenyl)pyridine). The product is C(C)(C)(C)OC(=O)N1CCC(CC1)N(CC=1C=C(C=NC1)C1=CC(=C(C(=C1)OC)OC)OC)C1=CC=CC=C1 (1-(tert-Butoxycarbonyl)-4-[N-phenyl-N-[[3-(3,4,5-trimethoxyphenyl)pyridin-5-yl]methyl]amino]piperidine). As a reaction SMILES: [C:1]([O:5][C:6]([N:8]1[CH2:13][CH2:12][CH:11]([NH:14][C:15]2[CH:20]=[CH:19][CH:18]=[CH:17][CH:16]=2)[CH2:10][CH2:9]1)=[O:7])([CH3:4])([CH3:3])[CH3:2].Cl[CH2:22][C:23]1[CH:24]=[C:25]([C:29]2[CH:34]=[C:33]([O:35][CH3:36])[C:32]([O:37][CH3:38])=[C:31]([O:39][CH3:40])[CH:30]=2)[CH:26]=[N:27][CH:28]=1>>[C:1]([O:5][C:6]([N:8]1[CH2:9][CH2:10][CH:11]([N:14]([C:15]2[CH:20]=[CH:19][CH:18]=[CH:17][CH:16]=2)[CH2:22][C:23]2[CH:24]=[C:25]([C:29]3[CH:34]=[C:33]([O:35][CH3:36])[C:32]([O:37][CH3:38])=[C:31]([O:39][CH3:40])[CH:30]=3)[CH:26]=[N:27][CH:28]=2)[CH2:12][CH2:13]1)=[O:7])([CH3:4])([CH3:2])[CH3:3]. Procedure: 1-(tert-Butoxycarbonyl)-4-phenylaminopiperidine (553 mg) and 5-chloromethyl-3-(3,4,5-trimethoxyphenyl)pyridine (588 mg) was treated in the same manner as described in Example 9 to give light yellow amorphous of the title compound. Reactants: CCN(C(C)C)C(C)C, C1CCOC1, OC1CCNC1, Cc1nc(N2CCc3ccccc3CC2)c([N+](=O)[O-])c(=O)n1CCCn1ccnc1. The product is Cc1nc(N2CCc3ccccc3CC2)c([N+](=O)[O-])c(=O)n1CCCN1CCC(O)C1. As a reaction SMILES: [CH2:37]([N:38]([CH:39]([CH3:40])[CH3:41])[CH:42]([CH3:43])[CH3:44])[CH3:45].[O:46]1[CH2:47][CH2:48][CH2:49][CH2:50]1.[OH:31][CH:32]1[CH2:33][NH:34][CH2:35][CH2:36]1.[n:1]1([CH2:6][CH2:7][CH2:8][n:9]2[c:10]([CH3:30])[n:11][c:12]([N:19]3[CH2:20][CH2:21][c:22]4[c:23]([cH:26][cH:27][cH:28][cH:29]4)[CH2:24][CH2:25]3)[c:13]([N+:16](=[O:17])[O-:18])[c:14]2=[O:15])[cH:2][cH:3][n:4][cH:5]1>>[CH2:6]([CH2:7][CH2:8][n:9]1[c:10]([CH3:30])[n:11][c:12]([N:19]2[CH2:20][CH2:21][c:22]3[c:23]([cH:26][cH:27][cH:28][cH:29]3)[CH2:24][CH2:25]2)[c:13]([N+:16](=[O:17])[O-:18])[c:14]1=[O:15])[N:34]1[CH2:33][CH:32]([OH:31])[CH2:36][CH2:35]1. The reactants are C(C1=CC=CC=C1)OC1=NC=CC=C1C=1C=C(C(=C(C1)NC(=O)C=1N=NC(=CC1)NCC(F)(F)F)OC)C(C)(C)C (6-(2,2,2-trifluoro-ethylamino)-pyridazine-3-carboxylic acid [5-(2-benzyloxy-pyridin-3-yl)-3-tert-butyl-2-methoxy-phenyl]-amide). The reagents and catalysts are [OH-].[OH-].[Pd+2] (Pd(OH)2). Solvent: CO (MeOH), CCOC(=O)C (EtOAc). Yields the product C(C)(C)(C)C=1C(=C(C=C(C1)C=1C(NC=CC1)=O)NC(=O)C=1N=NC(=CC1)NCC(F)(F)F)OC (6-(2,2,2-Trifluoro-ethylamino)-pyridazine-3-carboxylic acid [3-tert-butyl-2-methoxy-5-(2-oxo-1,2-dihydro-pyridin-3-yl)-phenyl]-amide). Reaction SMILES: C([O:8][C:9]1[C:14]([C:15]2[CH:16]=[C:17]([C:38]([CH3:41])([CH3:40])[CH3:39])[C:18]([O:36][CH3:37])=[C:19]([NH:21][C:22]([C:24]3[N:25]=[N:26][C:27]([NH:30][CH2:31][C:32]([F:35])([F:34])[F:33])=[CH:28][CH:29]=3)=[O:23])[CH:20]=2)=[CH:13][CH:12]=[CH:11][N:10]=1)C1C=CC=CC=1>CO.CCOC(C)=O.[OH-].[OH-].[Pd+2]>[C:38]([C:17]1[C:18]([O:36][CH3:37])=[C:19]([NH:21][C:22]([C:24]2[N:25]=[N:26][C:27]([NH:30][CH2:31][C:32]([F:35])([F:33])[F:34])=[CH:28][CH:29]=2)=[O:23])[CH:20]=[C:15]([C:14]2[C:9](=[O:8])[NH:10][CH:11]=[CH:12][CH:13]=2)[CH:16]=1)([CH3:41])([CH3:39])[CH3:40] |f:3.4.5|. Reported procedure: step 3—To a solution of 314 (0.029 g, 0.1 mmol) in MeOH (5.0 mL) and EtOAc (4.0 mL) was added Pd(OH)2 (0.005 g). The solution was stirred under 1 atm of H2. After 18 h the mixture was filtered through a pad of CELITE and the filtrate concentrated in vacuo. The crude product was purified by SiO2 chromatography eluting with a MeOH/DCM gradient (1% to 10% MeOH) to 0.018 g (74%) of I-248 as an oil: MS (CI) mz/=476 (M+H). The reactants are Cc1csc(C=O)n1, CCOCC, CNCc1cc2nc(Cl)nc(N3CCOCC3)c2s1. The product is Cc1csc(CN(C)Cc2cc3nc(Cl)nc(N4CCOCC4)c3s2)n1. RXN SMILES: [CH3:20][c:21]1[n:22][c:23]([CH:26]=[O:27])[s:24][cH:25]1.[CH3:28][CH2:29][O:30][CH2:31][CH3:32].[Cl:1][c:2]1[n:3][c:4]([N:14]2[CH2:15][CH2:16][O:17][CH2:18][CH2:19]2)[c:5]2[c:6]([n:7]1)[cH:8][c:9]([CH2:11][NH:12][CH3:13])[s:10]2>>[Cl:1][c:2]1[n:3][c:4]([N:14]2[CH2:15][CH2:16][O:17][CH2:18][CH2:19]2)[c:5]2[c:6]([n:7]1)[cH:8][c:9]([CH2:11][N:12]([CH3:13])[CH2:26][c:23]1[n:22][c:21]([CH3:20])[cH:25][s:24]1)[s:10]2. Reactants: CCN(CC)c1nc(O)cc(O)n1, COS(=O)(=O)OC, [Na+], [OH-]. Product: CCN(CC)c1nc(O)cc(OC)n1. As a reaction SMILES: [CH2:3]([CH3:4])[N:5]([c:6]1[n:7][c:8]([OH:13])[cH:9][c:10]([OH:12])[n:11]1)[CH2:14][CH3:15].[CH3:16][O:17][S:18]([O:19][CH3:20])(=[O:21])=[O:22].[Na+:2].[OH-:1]>>[CH2:3]([CH3:4])[N:5]([c:6]1[n:7][c:8]([O:13][CH3:16])[cH:9][c:10]([OH:12])[n:11]1)[CH2:14][CH3:15]. Starting materials: CC(=O)OC(C)C=Cc1ccc(-c2ccc(O[Si](C)(C)C)cn2)cc1, C1CCOC1, [Pd]. Product: CC(=O)OC(C)CCc1ccc(-c2ccc(O[Si](C)(C)C)cn2)cc1. As a reaction SMILES: [C:1]([CH3:2])(=[O:3])[O:4][CH:5]([CH:6]=[CH:7][c:8]1[cH:9][cH:10][c:11](-[c:14]2[n:15][cH:16][c:17]([O:20][Si:21]([CH3:22])([CH3:23])[CH3:24])[cH:18][cH:19]2)[cH:12][cH:13]1)[CH3:25].[O:27]1[CH2:28][CH2:29][CH2:30][CH2:31]1.[Pd:26]>>[C:1]([CH3:2])(=[O:3])[O:4][CH:5]([CH2:6][CH2:7][c:8]1[cH:9][cH:10][c:11](-[c:14]2[n:15][cH:16][c:17]([O:20][Si:21]([CH3:22])([CH3:23])[CH3:24])[cH:18][cH:19]2)[cH:12][cH:13]1)[CH3:25]. RXN SMILES: [CH:1]1[C:6](/[CH:7]=[CH:8]/[C:9]([OH:11])=[O:10])=[CH:5][CH:4]=[C:3]([Cl:12])[CH:2]=1.S(Cl)(Cl)=O.[CH2:17]([N:19]([CH2:26][CH3:27])[CH2:20][C:21]([CH3:25])([CH3:24])[CH2:22]O)[CH3:18]>C1C=CC=CC=1>[ClH:12].[CH2:17]([N:19]([CH2:26][CH3:27])[CH2:20][C:21]([CH3:25])([CH3:24])[CH2:22][C:7]([C:6]1[CH:5]=[CH:4][C:3]([Cl:12])=[CH:2][CH:1]=1)=[C:8]([C:1]1[CH:6]=[CH:5][CH:4]=[CH:3][CH:2]=1)[C:9]([OH:11])=[O:10])[CH3:18] |f:4.5|. Run in C1=CC=CC=C1 (benzene), C1=CC=CC=C1 (benzene), petroleum ether. Reaction conditions: time 8 hour. Procedure details: P-Chlorocinnamic acid (27.5 g, 0.15 mole) was added with rapid stirring to thionyl chloride (52.5 ml) and refluxed for 31/2 hours. The mixture was stripped of excess thionyl chloride under reduced pressure, benzene (100 ml) was added and the mixture was again stripped of solvent. The residue was treated with a solution of 3-diethylamino-2,2-dimethylpropanol (24.2 g, 0.15 mole) in benzene (500 ml), refluxed for 3 hours, cooled, diluted with petroleum ether (500 ml), and stored overnight at room t... Yields the product Cl.C(C)N(CC(CC(=C(C(=O)O)C1=CC=CC=C1)C1=CC=C(C=C1)Cl)(C)C)CC (3-Diethylamino-2,2-dimethylpropyl-p-chlorophenylcinnamate hydrochloride). Starting materials: C(C)N(CC(CO)(C)C)CC (3-diethylamino-2,2-dimethylpropanol), C1=CC(=CC=C1/C=C/C(=O)O)Cl (P-Chlorocinnamic acid), S(=O)(Cl)Cl (thionyl chloride), S(=O)(Cl)Cl (thionyl chloride). Reactants: [O-]Cl.[Na+] (NaOCl), SC1=NC(=NS1)C1=C(C=CC=C1)Cl (5-mercapto-3-(2-chlorophenyl)-1,2,4-thiadiazole), [OH-].[NH4+] (ammonium hydroxide). Solvent: O (water), [OH-].[Na+] (sodium hydroxide). Reaction conditions: temperature 0 celsius, time 15 minute. Product: ClC1=C(C=CC=C1)C1=NSC(=N1)SN (3-(2-Chlorophenyl)-1,2,4-thiadiazole-5-sulfenamide). Reaction SMILES: [SH:1][C:2]1[S:6][N:5]=[C:4]([C:7]2[CH:12]=[CH:11][CH:10]=[CH:9][C:8]=2[Cl:13])[N:3]=1.[O-]Cl.[Na+].[OH-].[NH4+:18]>[OH-].[Na+].O>[Cl:13][C:8]1[CH:9]=[CH:10][CH:11]=[CH:12][C:7]=1[C:4]1[N:3]=[C:2]([S:1][NH2:18])[S:6][N:5]=1 |f:1.2,3.4,5.6|. Procedure details: A solution of 25 g of 5-mercapto-3-(2-chlorophenyl)-1,2,4-thiadiazole in 500 ml of 4% sodium hydroxide and a solution prepared by diluting 238 ml of 5.25% NaOCl to 500 ml with water were added dropwise simultaneously to 1020 ml of ammonium hydroxide solution while maintaining the mixture at 0° C. with an ice/methanol bath. The resulting mixture was stirred for 15 minutes and the solids were collected, washed with water and dried under high vacuum (P2O5) to give 15.4 g of solid, m.p. 143°-145°. Starting materials: [H-].[Na+] (sodium hydride), CC(C)N1C(C2=C(NS1(=O)=O)N=CC=C2)=O (3-(1-Methylethyl)pyrido(2,3-c)(1,2,6)thiadiazin-4(3H)-one-2,2-dioxide), S(=O)(=O)(OC)OC (dimethyl sulfate). Run in COCCOCCOC (diethylene glycol dimethyl ether). The product is CN1S(N(C(C2=C1N=CC=C2)=O)C(C)C)(=O)=O (1-Methyl-3-(1-methylethyl)-pyrido(2,3-c)(1,2,6)thiadiazin-4(3H)-one-2,2-dioxide). Reaction SMILES: [CH3:1][CH:2]([N:4]1[S:9](=[O:11])(=[O:10])[NH:8][C:7]2[N:12]=[CH:13][CH:14]=[CH:15][C:6]=2[C:5]1=[O:16])[CH3:3].[H-].[Na+].S(OC)(O[CH3:23])(=O)=O>COCCOCCOC>[CH3:23][N:8]1[C:7]2[N:12]=[CH:13][CH:14]=[CH:15][C:6]=2[C:5](=[O:16])[N:4]([CH:2]([CH3:1])[CH3:3])[S:9]1(=[O:10])=[O:11] |f:1.2|. Procedure: 3-(1-Methylethyl)pyrido(2,3-c)(1,2,6)thiadiazin-4(3H)-one-2,2-dioxide (5.0 grams; 0.0208 mole) was mixed with 50 ml of diethylene glycol dimethyl ether. The system was flushed with nitrogen and sodium hydride (1.0 gram; 0.02 mole), previously washed with n-hexane, was added portionwise to the reaction mixture. After the effervescence of hydrogen ceased, 2.2 ml of dimethyl sulfate (0.023 mole, 1.33 g/ml) was added and the reaction mixture heated at reflux temperatures for a period of 4 hours. Dur...